From a dataset of the Open Reaction Database (ORD), a public repository of structured organic reaction records. describe an organic reaction: reactants, conditions, products, and yield Reactants: CC(=O)[O-], CC(=O)[O-], COC(=O)c1sc(-c2ccccc2)cc1N, ClCCl, [Cu+2], OB(O)c1ccccc1, c1ccncc1. The product is COC(=O)c1sc(-c2ccccc2)cc1Nc1ccccc1. As a reaction SMILES: [C:35]([O-:36])(=[O:37])[CH3:38].[C:40]([O-:41])(=[O:42])[CH3:43].[CH3:1][O:2][C:3](=[O:4])[c:5]1[s:6][c:7](-[c:11]2[cH:12][cH:13][cH:14][cH:15][cH:16]2)[cH:8][c:9]1[NH2:10].[Cl:32][CH2:33][Cl:34].[Cu+2:39].[c:17]1([B:23]([OH:24])[OH:25])[cH:18][cH:19][cH:20][cH:21][cH:22]1.[cH:26]1[cH:27][cH:28][n:29][cH:30][cH:31]1>>[CH3:1][O:2][C:3](=[O:4])[c:5]1[s:6][c:7](-[c:11]2[cH:12][cH:13][cH:14][cH:15][cH:16]2)[cH:8][c:9]1[NH:10][c:17]1[cH:18][cH:19][cH:20][cH:21][cH:22]1.